From a dataset of the Open Reaction Database (ORD), a public repository of structured organic reaction records. describe an organic reaction: reactants, conditions, products, and yield Product: O=C1N(c2ccccc2)CCN1C1CCNCC1. As a reaction SMILES: [CH2:1]([c:2]1[cH:3][cH:4][cH:5][cH:6][cH:7]1)[N:8]1[CH2:9][CH2:10][CH:11]([N:14]2[C:15](=[O:25])[N:16]([c:19]3[cH:20][cH:21][cH:22][cH:23][cH:24]3)[CH2:17][CH2:18]2)[CH2:12][CH2:13]1.[CH3:30][OH:31].[ClH:27].[H:28][H:29].[OH2:26]>>[NH:8]1[CH2:9][CH2:10][CH:11]([N:14]2[C:15](=[O:25])[N:16]([c:19]3[cH:20][cH:21][cH:22][cH:23][cH:24]3)[CH2:17][CH2:18]2)[CH2:12][CH2:13]1. Reactants: O=C1N(c2ccccc2)CCN1C1CCN(Cc2ccccc2)CC1, CO, Cl, [H][H], O. Starting materials: [Mg] (Magnesium), C1(CC1)C(C(S(=O)(=O)C1=CC=CC=C1)(F)F)NS(=O)C(C)(C)C (N-[1-cyclopropyl-2,2-difluoro-2-(phenylsulfonyl)ethyl]-2-methylpropane-2-sulfinamide), CC(=O)[O-].[Na+] (NaOAc), CC(=O)O (AcOH). The solvent is CN(C)C=O (DMF), O (H2O), O (Water). Reaction conditions: time 8 hour. The product is C1(CC1)C(C(F)F)NS(=O)C(C)(C)C (N-(1-Cyclopropyl-2,2-difluoroethyl)-2-methylpropane-2-sulfinamide). Reaction SMILES: [CH:1]1([CH:4]([NH:17][S:18]([C:20]([CH3:23])([CH3:22])[CH3:21])=[O:19])[C:5]([F:16])([F:15])S(C2C=CC=CC=2)(=O)=O)[CH2:3][CH2:2]1.CC([O-])=O.[Na+].CC(O)=O.[Mg]>CN(C=O)C.O>[CH:1]1([CH:4]([NH:17][S:18]([C:20]([CH3:23])([CH3:22])[CH3:21])=[O:19])[CH:5]([F:16])[F:15])[CH2:3][CH2:2]1 |f:1.2|. Procedure: To a solution of N-[1-cyclopropyl-2,2-difluoro-2-(phenylsulfonyl)ethyl]-2-methylpropane-2-sulfinamide (0.8 g, 2.2 mmol) in DMF (30 mL) was added a solution of NaOAc (4.5 g, 55 mmol) in AcOH (4.5 g, 75 mmol) and H2O (7.0 mL). Magnesium turning (0.8 g, 33 mmol) was added in portions at room temperature under a water bath. The reaction mixture was stirred at room temperature overnight. Water (90 mL) was added to the solution, and the aqueous layer was extracted with EtOAc. The combined organics wer... The reactants are N[C@H](C(=O)O)CCC(=O)N[C@@H](CS)C(=O)NCC(=O)O (glutathione), [Cl-].[Cr+3].[Cl-].[Cl-] (chromium chloride), Cr GSH. Solvent: O (water), O (water). Run at temperature 40 celsius, time 3 hour. Product: [Cr].N[C@H](C(=O)O)CCC(=O)N[C@@H](CS)C(=O)NCC(=O)O (Chromium Glutathione). Reaction SMILES: [Cl-].[Cr+3:2].[Cl-].[Cl-].[NH2:5][C@@H:6]([CH2:10][CH2:11][C:12]([NH:14][C@H:15]([C:18]([NH:20][CH2:21][C:22]([OH:24])=[O:23])=[O:19])[CH2:16][SH:17])=[O:13])[C:7]([OH:9])=[O:8]>O>[Cr:2].[NH2:5][C@@H:6]([CH2:10][CH2:11][C:12]([NH:14][C@H:15]([C:18]([NH:20][CH2:21][C:22]([OH:24])=[O:23])=[O:19])[CH2:16][SH:17])=[O:13])[C:7]([OH:9])=[O:8] |f:0.1.2.3,6.7|. Procedure: One gram (3.7 mmole) of chromium chloride (CrCl3) was dissolved in 40 ml of deionized water to get a green solution. 4.6 g (15 mmole) of glutathione (GSH) was dissolved in 40 ml of deionized water were added, the pH of the reaction mixture adjusted to 6, and the reaction mixture was stirred for 3 hours at 40° C. until the solution turned violet. The absorbance peaks for Cr-GSH are 410 and 550 nm. Reactants: CCO, CCOC(=O)C(C)Oc1cc(Cl)c(-c2ccc(C(F)(F)F)n(C)c2=O)cc1[N+](=O)[O-], Cl, [Sn]. Yields the product CC1Oc2cc(Cl)c(-c3ccc(C(F)(F)F)n(C)c3=O)cc2NC1=O. As a reaction SMILES: [CH3:33][CH2:34][OH:35].[Cl:1][c:2]1[c:3](-[c:19]2[c:20](=[O:30])[n:21]([CH3:29])[c:22]([C:25]([F:26])([F:27])[F:28])[cH:23][cH:24]2)[cH:4][c:5]([N+:16]([O-:17])=[O:18])[c:6]([O:8][CH:9]([CH3:10])[C:11](=[O:12])[O:13][CH2:14][CH3:15])[cH:7]1.[ClH:32].[Sn:31]>>[Cl:1][c:2]1[c:3](-[c:19]2[c:20](=[O:30])[n:21]([CH3:29])[c:22]([C:25]([F:26])([F:27])[F:28])[cH:23][cH:24]2)[cH:4][c:5]2[c:6]([cH:7]1)[O:8][CH:9]([CH3:10])[C:11](=[O:12])[NH:16]2.